This data is from the Open Reaction Database (ORD), a public repository of structured organic reaction records. The task is: describe an organic reaction: reactants, conditions, products, and yield Starting materials: COC(C1=CC=C(C=C1)C(C)(F)P(=O)(OC)OC)=O (4-[1-(Dimethoxy-phosphoryl)-1-fluoro-ethyl]-benzoic acid methyl ester), [Li+].[OH-] (LiOH), Cl (HCl). The solvent is O1CCOCC1 (dioxane). Run at time 18 hour. The product is COP(=O)(OC)C(C)(F)C1=CC=C(C(=O)O)C=C1 (4-[1-(Dimethoxy-phosphoryl)-1-fluoro-ethyl]-benzoic acid). RXN SMILES: C[O:2][C:3](=[O:19])[C:4]1[CH:9]=[CH:8][C:7]([C:10]([P:13]([O:17][CH3:18])([O:15][CH3:16])=[O:14])([F:12])[CH3:11])=[CH:6][CH:5]=1.[Li+].[OH-].Cl>O1CCOCC1>[CH3:16][O:15][P:13]([C:10]([C:7]1[CH:6]=[CH:5][C:4]([C:3]([OH:19])=[O:2])=[CH:9][CH:8]=1)([F:12])[CH3:11])([O:17][CH3:18])=[O:14] |f:1.2|. Procedure details: 4-[1-(Dimethoxy-phosphoryl)-1-fluoro-ethyl]-benzoic acid methyl ester (0.56 g, 1.93 mmol) was made 0.25 M in dioxane and to this stirring solution was added 3 M aqueous LiOH (0.14 g, 5.79 mmol). The resulting mixture was stirred at ambient temperature for 18 hours. The mixture was neutralized with 1N aq HCl and concentrated in vacuo. The residue was carried forward without further purification: MS: cal'd 277 (MH+), exp 277 (MH+) Starting materials: C1CCOC1, C1CCOC1, CCc1ccccc1, CCCCCCC, CC(C)[N-]C(C)C, CC1(CC(=O)C(F)(F)F)CCOc2ccc(F)cc21, [Li+], Cc1ccnc2ccccc12. Product: CC1(CC(O)(Cc2ccnc3ccccc23)C(F)(F)F)CCOc2ccc(F)cc21. RXN SMILES: [CH2:39]1[O:40][CH2:41][CH2:42][CH2:43]1.[CH2:44]1[O:45][CH2:46][CH2:47][CH2:48]1.[CH2:49]([c:50]1[cH:51][cH:52][cH:53][cH:54][cH:55]1)[CH3:56].[CH3:57][CH2:58][CH2:59][CH2:60][CH2:61][CH2:62][CH3:63].[CH:12]([N-:13][CH:14]([CH3:15])[CH3:16])([CH3:17])[CH3:18].[F:20][C:21]([C:22]([CH2:23][C:24]1([CH3:35])[CH2:25][CH2:26][O:27][c:28]2[cH:29][cH:30][c:31]([F:34])[cH:32][c:33]21)=[O:36])([F:37])[F:38].[Li+:19].[n:1]1[cH:2][cH:3][c:4]([CH3:5])[c:6]2[cH:7][cH:8][cH:9][cH:10][c:11]12>>[n:1]1[cH:2][cH:3][c:4]([CH2:5][C:22]([C:21]([F:20])([F:37])[F:38])([CH2:23][C:24]2([CH3:35])[CH2:25][CH2:26][O:27][c:28]3[cH:29][cH:30][c:31]([F:34])[cH:32][c:33]32)[OH:36])[c:6]2[cH:7][cH:8][cH:9][cH:10][c:11]12. Starting materials: COC(=O)c1c(C)cccc1COCCCCN(Cc1ccc2ccccc2n1)C(C)=O, CCO, Cl, [Na+], [OH-], O. Product: CC(=O)N(CCCCOCc1cccc(C)c1C(=O)O)Cc1ccc2ccccc2n1. Reaction SMILES: [C:1]([CH3:2])(=[O:3])[N:4]([CH2:5][CH2:6][CH2:7][CH2:8][O:9][CH2:10][c:11]1[c:12]([C:13](=[O:14])[O:15][CH3:16])[c:17]([CH3:21])[cH:18][cH:19][cH:20]1)[CH2:22][c:23]1[n:24][c:25]2[cH:26][cH:27][cH:28][cH:29][c:30]2[cH:31][cH:32]1.[CH3:37][CH2:38][OH:39].[ClH:35].[Na+:34].[OH-:33].[OH2:36]>>[C:1]([CH3:2])(=[O:3])[N:4]([CH2:5][CH2:6][CH2:7][CH2:8][O:9][CH2:10][c:11]1[c:12]([C:13](=[O:14])[OH:15])[c:17]([CH3:21])[cH:18][cH:19][cH:20]1)[CH2:22][c:23]1[n:24][c:25]2[cH:26][cH:27][cH:28][cH:29][c:30]2[cH:31][cH:32]1. Starting materials: [BH4-].[Na+] (sodium borohydride), O (water), ClC1=C(C=C(C=C1)C1C2=C(OC(=C1C#N)N=COCC)C1=CC=CC=C1C=C2)[N+](=O)[O-] (4-(4-Chloro-3-nitrophenyl)-2-ethoxymethyleneamino-4H-naphtho[1,2-b]pyran-3-carbonitrile), Cl (hydrochloric acid). Solvent: O1CCCC1 (tetrahydrofuran), ice water. Yields the product ClC1=C(C=C(C=C1)C1C2=C(OC(=C1C#N)NC)C1=CC=CC=C1C=C2)[N+](=O)[O-] (4-(4-chloro-3-nitrophenyl)-2-methylamino-4H-naphtho[1,2-b]pyran-3-carbonitrile). As a reaction SMILES: [Cl:1][C:2]1[CH:7]=[CH:6][C:5]([CH:8]2[C:13]([C:14]#[N:15])=[C:12]([N:16]=[CH:17]OCC)[O:11][C:10]3[C:21]4[C:26]([CH:27]=[CH:28][C:9]2=3)=[CH:25][CH:24]=[CH:23][CH:22]=4)=[CH:4][C:3]=1[N+:29]([O-:31])=[O:30].[BH4-].[Na+].Cl.O>O1CCCC1>[Cl:1][C:2]1[CH:7]=[CH:6][C:5]([CH:8]2[C:13]([C:14]#[N:15])=[C:12]([NH:16][CH3:17])[O:11][C:10]3[C:21]4[C:26]([CH:27]=[CH:28][C:9]2=3)=[CH:25][CH:24]=[CH:23][CH:22]=4)=[CH:4][C:3]=1[N+:29]([O-:31])=[O:30] |f:1.2|. Procedure: 4-(4-Chloro-3-nitrophenyl)-2-ethoxymethyleneamino-4H-naphtho[1,2-b]pyran-3-carbonitrile (4.3 g) was dissolved in tetrahydrofuran (70 ml), and to this solution, with stirring, was added sodium borohydride (2.7 g), in portions. After one hour the suspension was cooled in ice-water and 1 molar hydrochloric acid (20 ml) was added dropwise, followed by water (200 ml). A yellow product was filtered off, washed with water and dried. This material was dissolved in hot chloroform and passed down a chloro... Starting materials: C(=O)(OC)C=1C=C(C=CC1O)CC(C)=O (1-(3-carbomethoxy-4-hydroxyphenyl)propan-2-one), IC (iodomethane), C([O-])([O-])=O.[K+].[K+] (potassium carbonate). Solvent: CC(=O)C (acetone). The product is C(=O)(OC)C=1C=C(C=CC1OC)CC(C)=O (1-(3-Carbomethoxy-4-methoxyphenyl)propan-2-one). The yield is 99.9%. RXN SMILES: [C:1]([C:5]1[CH:6]=[C:7]([CH2:12][C:13](=[O:15])[CH3:14])[CH:8]=[CH:9][C:10]=1[OH:11])([O:3][CH3:4])=[O:2].IC.[C:18](=O)([O-])[O-].[K+].[K+]>CC(C)=O>[C:1]([C:5]1[CH:6]=[C:7]([CH2:12][C:13](=[O:15])[CH3:14])[CH:8]=[CH:9][C:10]=1[O:11][CH3:18])([O:3][CH3:4])=[O:2] |f:2.3.4|. Procedure: A mixture of 1-(3-carbomethoxy-4-hydroxyphenyl)propan-2-one (3.0 g), iodomethane (5.0 g), potassium carbonate (7.0 g) was refluxed in acetone until tlc showed no starting material (~6 hours). The mixture was cooled, filtered and evaporated. The residue was partitioned between ether and water and the layers separated. The ether layer was dried (MgSO4) and evaporated to give the title compound (3.2 g). τ (CDCl3) 7.84 (3H, s), 6.35 (2H, s), 6.1 (3H, s), 3.05 (1H, d, J=8 Hz), 2.68 (1H, dd, J=8 Hz, J...